From a dataset of the Open Reaction Database (ORD), a public repository of structured organic reaction records. describe an organic reaction: reactants, conditions, products, and yield Reactants: CC(C)([O-])C.[Na+] (sodium tert-butoxide), C(C)(C)(C)P(C1=C(C=CC=C1)C1=CC=CC=C1)C(C)(C)C (2-(di-tert-butylphosphino)biphenyl), N1CCCC1 (pyrrolidine), C(C)OC(=O)N1[C@@H](C[C@@H](C2=NC(=CC=C12)OC)NC1=NC=C(C(=N1)CC1=CC(=CC(=C1)C(F)(F)F)C(F)(F)F)Br)CC ((2R*,4S*)-4-{[3,5-Bis(trifluoromethyl)benzyl]-(5-bromopyrimidin-2-yl)}amino-2-ethyl-6-methoxy-3,4-dihydro-2H-[1,5]naphthyridine-1-carboxylic acid ethyl ester). Reagents/catalysts: C=1C=CC(=CC1)/C=C/C(=O)/C=C/C2=CC=CC=C2.C=1C=CC(=CC1)/C=C/C(=O)/C=C/C2=CC=CC=C2.C=1C=CC(=CC1)/C=C/C(=O)/C=C/C2=CC=CC=C2.[Pd].[Pd] (tris(dibenzylideneacetone)dipalladium). The solvent is CCOCC (ether), C1(=CC=CC=C1)C (toluene). Run at time 45 minute. The product is C(C)OC(=O)N1[C@@H](C[C@@H](C2=NC(=CC=C12)OC)NC1=NC=C(C(=N1)CC1=CC(=CC(=C1)C(F)(F)F)C(F)(F)F)N1CCCC1)CC ((2R*,4S*)-4-{[3,5-bis(trifluoromethyl)benzyl]-[5-(pyrrolidin-1-yl)pyrimidin-2-yl]}amino-2-ethyl-6-methoxy-3,4-dihydro-2H-[1,5]naphthyridine-1-carboxylic acid ethyl ester). Reaction SMILES: [CH2:1]([O:3][C:4]([N:6]1[C:15]2[C:10](=[N:11][C:12]([O:16][CH3:17])=[CH:13][CH:14]=2)[C@@H:9]([NH:18][C:19]2[N:24]=[C:23]([CH2:25][C:26]3[CH:31]=[C:30]([C:32]([F:35])([F:34])[F:33])[CH:29]=[C:28]([C:36]([F:39])([F:38])[F:37])[CH:27]=3)[C:22](Br)=[CH:21][N:20]=2)[CH2:8][C@H:7]1[CH2:41][CH3:42])=[O:5])[CH3:2].CC(C)([O-])C.[Na+].C(P(C(C)(C)C)C1C=CC=CC=1C1C=CC=CC=1)(C)(C)C.[NH:70]1[CH2:74][CH2:73][CH2:72][CH2:71]1>C1(C)C=CC=CC=1.C1C=CC(/C=C/C(/C=C/C2C=CC=CC=2)=O)=CC=1.C1C=CC(/C=C/C(/C=C/C2C=CC=CC=2)=O)=CC=1.C1C=CC(/C=C/C(/C=C/C2C=CC=CC=2)=O)=CC=1.[Pd].[Pd].CCOCC>[CH2:1]([O:3][C:4]([N:6]1[C:15]2[C:10](=[N:11][C:12]([O:16][CH3:17])=[CH:13][CH:14]=2)[C@@H:9]([NH:18][C:19]2[N:24]=[C:23]([CH2:25][C:26]3[CH:31]=[C:30]([C:32]([F:35])([F:34])[F:33])[CH:29]=[C:28]([C:36]([F:39])([F:38])[F:37])[CH:27]=3)[C:22]([N:70]3[CH2:74][CH2:73][CH2:72][CH2:71]3)=[CH:21][N:20]=2)[CH2:8][C@H:7]1[CH2:41][CH3:42])=[O:5])[CH3:2] |f:1.2,6.7.8.9.10|. Reported procedure: (2R*,4S*)-4-{[3,5-Bis(trifluoromethyl)benzyl]-(5-bromopyrimidin-2-yl)}amino-2-ethyl-6-methoxy-3,4-dihydro-2H-[1,5]naphthyridine-1-carboxylic acid ethyl ester (250 mg) is dissolved in toluene (2 ml), and thereto are added tris(dibenzylideneacetone)dipalladium (6.9 mg), sodium tert-butoxide (54.8 mg), 2-(di-tert-butylphosphino)biphenyl (9.0 mg) and pyrrolidine (47 μl). The mixture is stirred at room temperature for 45 minutes under nitrogen flow, then heated to 80° C, and stirred for 18 hours. Aft... Starting materials: C(C=C)SCC1=CC(NC2=CC=C(C=C12)C1=CC=CC=C1)(C)C (4-Allylsulfanylmethyl-2,2-dimethyl-6-phenyl-1,2-dihydroquinoline), BrCC1=CC(NC2=CC=C(C=C12)C1=C(C=CC=C1)OC)(C)C (4-bromomethyl-6-(2-methoxyphenyl)-2,2-dimethyl-1,2-dihydroquinoline), C([O-])([O-])=O.[K+].[K+] (potassium carbonate), C(C=C)S (allyl mercaptan). Product: COC1=C(C=CC=C1)C=1C=C2C(=CC(NC2=CC1)(C)C)CNC1=CC=CC=C1 ([6-(2-methoxyphenyl)-2,2-dimethyl-1,2-dihydroquinolin-4-ylmethyl]phenylamine). RXN SMILES: C(SCC1[C:15]2[C:10](=[CH:11][CH:12]=[C:13](C3C=CC=CC=3)[CH:14]=2)[NH:9]C(C)(C)C=1)C=C.Br[CH2:25][C:26]1[C:35]2[C:30](=[CH:31][CH:32]=[C:33]([C:36]3[CH:41]=[CH:40][CH:39]=[CH:38][C:37]=3[O:42][CH3:43])[CH:34]=2)[NH:29][C:28]([CH3:45])([CH3:44])[CH:27]=1.C(=O)([O-])[O-].[K+].[K+].C(S)C=C>>[CH3:43][O:42][C:37]1[CH:38]=[CH:39][CH:40]=[CH:41][C:36]=1[C:33]1[CH:34]=[C:35]2[C:30](=[CH:31][CH:32]=1)[NH:29][C:28]([CH3:45])([CH3:44])[CH:27]=[C:26]2[CH2:25][NH:9][C:10]1[CH:15]=[CH:14][CH:13]=[CH:12][CH:11]=1 |f:2.3.4|. Procedure: 4-Allylsulfanylmethyl-2,2-dimethyl-6-phenyl-1,2-dihydroquinoline 40 mg of 4-bromomethyl-6-(2-methoxyphenyl)-2,2-dimethyl-1,2-dihydroquinoline, 46 mg of potassium carbonate, and 44 μL of allyl mercaptan reacted to give 5 mg of the title compound as an oil. Reactants: [BH4-], CCO, CCOC(=O)c1ccc(I)nc1, [Na+]. Yields the product OCc1ccc(I)nc1. Reaction SMILES: [BH4-:13].[CH3:15][CH2:16][OH:17].[I:1][c:2]1[n:3][cH:4][c:5]([C:6](=[O:7])[O:8][CH2:9][CH3:10])[cH:11][cH:12]1.[Na+:14]>>[I:1][c:2]1[n:3][cH:4][c:5]([CH2:6][OH:7])[cH:11][cH:12]1. Starting materials: O (water), OC1=CC=C(C=C1)CCN1C(C=2C(C1=O)=C(C=CC2)OCCCCC)=O (N-2-(4-Hydroxyphenyl)ethyl-3-pentyloxyphthalimide), Cl (hydrochloric acid), B.C1CCOC1 (BH3·THF). The solvent is C1CCOC1 (THF), C1CCOC1 (THF). Yields the product OC1=CC=C(C=C1)CCN1C(C2=C(C=CC=C2C1)OCCCCC)=O (N-2-(4-hydroxyphenyl)ethyl-7-pentyloxyisoindol-1-one). Yield: 58.1%. RXN SMILES: [OH:1][C:2]1[CH:7]=[CH:6][C:5]([CH2:8][CH2:9][N:10]2[C:14](=[O:15])[C:13]3=[C:16]([O:20][CH2:21][CH2:22][CH2:23][CH2:24][CH3:25])[CH:17]=[CH:18][CH:19]=[C:12]3[C:11]2=O)=[CH:4][CH:3]=1.B.C1COCC1.Cl.O>C1COCC1>[OH:1][C:2]1[CH:7]=[CH:6][C:5]([CH2:8][CH2:9][N:10]2[CH2:11][C:12]3[C:13](=[C:16]([O:20][CH2:21][CH2:22][CH2:23][CH2:24][CH3:25])[CH:17]=[CH:18][CH:19]=3)[C:14]2=[O:15])=[CH:4][CH:3]=1 |f:1.2|. Procedure: N-2-(4-Hydroxyphenyl)ethyl-3-pentyloxyphthalimide (412 mg, 1.17 mmol) was dissolved in THF (1 ml), and a 1.0M THF solution (4 ml) of BH3·THF (4.0 mmol) was added to this solution. The mixture was stirred with refluxing under heating for 8 hours. A 3N aqueous hydrochloric acid solution (10 ml) was added to the reaction mixture. The mixture was further stirred for 0.5 hour at the same temperature, and water (20 ml) was added. The mixture was extracted with ethyl acetate (20 ml×3), and washed with ... As a reaction SMILES: [C:1](#[N:2])[C:3]1([C:8](=[O:9])[O:10][CH3:11])[CH2:4][CH2:5][CH2:6][CH2:7]1.[CH2:12]1[O:13][CH2:14][CH2:15][CH2:16]1>>[C:1](#[N:2])[C:3]1([CH2:8][OH:9])[CH2:4][CH2:5][CH2:6][CH2:7]1. Product: N#CC1(CO)CCCC1. Starting materials: COC(=O)C1(C#N)CCCC1, C1CCOC1.